Dataset: the Open Reaction Database (ORD), a public repository of structured organic reaction records. Task: describe an organic reaction: reactants, conditions, products, and yield Starting materials: FC(C=1C=C(C=C(C1)C(F)(F)F)C(C(=O)N(C)C=1C=NC(=CC1I)Cl)(C)C)(F)F (2-[3,5-bis(trifluoromethyl)phenyl]-N-(6-chloro-4-iodo-3-pyridinyl)-N,2-dimethylpropanamide), B(C1=CC=CC=C1C=O)(O)O (benzaldehyde-2-boronic acid), C([O-])([O-])=O.[Na+].[Na+] (sodium carbonate). Reagents/catalysts: C=1C=CC(=CC1)[P](C=2C=CC=CC2)(C=3C=CC=CC3)[Pd]([P](C=4C=CC=CC4)(C=5C=CC=CC5)C=6C=CC=CC6)([P](C=7C=CC=CC7)(C=8C=CC=CC8)C=9C=CC=CC9)[P](C=1C=CC=CC1)(C=1C=CC=CC1)C=1C=CC=CC1 (tetrakistriphenylphosphinepalladium). The solvent is O1CCOCC1 (dioxan). Product: FC(C=1C=C(C=C(C1)C(F)(F)F)C(C(=O)N(C)C=1C=NC(=CC1C1=C(C=CC=C1)C=O)Cl)(C)C)(F)F (2-[3,5-bis(trifluoromethyl)phenyl]-N-[6-chloro-4-(2-formylphenyl)-3-pyridinyl]-N,2-dimethylpropanamide). Isolated yield 55.0%. RXN SMILES: [F:1][C:2]([F:29])([F:28])[C:3]1[CH:4]=[C:5]([C:13]([CH3:27])([CH3:26])[C:14]([N:16]([C:18]2[CH:19]=[N:20][C:21]([Cl:25])=[CH:22][C:23]=2I)[CH3:17])=[O:15])[CH:6]=[C:7]([C:9]([F:12])([F:11])[F:10])[CH:8]=1.B(O)(O)[C:31]1[C:36]([CH:37]=[O:38])=[CH:35][CH:34]=[CH:33][CH:32]=1.C(=O)([O-])[O-].[Na+].[Na+]>O1CCOCC1.C1C=CC([P]([Pd]([P](C2C=CC=CC=2)(C2C=CC=CC=2)C2C=CC=CC=2)([P](C2C=CC=CC=2)(C2C=CC=CC=2)C2C=CC=CC=2)[P](C2C=CC=CC=2)(C2C=CC=CC=2)C2C=CC=CC=2)(C2C=CC=CC=2)C2C=CC=CC=2)=CC=1>[F:1][C:2]([F:29])([F:28])[C:3]1[CH:4]=[C:5]([C:13]([CH3:27])([CH3:26])[C:14]([N:16]([C:18]2[CH:19]=[N:20][C:21]([Cl:25])=[CH:22][C:23]=2[C:35]2[CH:34]=[CH:33][CH:32]=[CH:31][C:36]=2[CH:37]=[O:38])[CH3:17])=[O:15])[CH:6]=[C:7]([C:9]([F:12])([F:11])[F:10])[CH:8]=1 |f:2.3.4,^1:56,58,77,96|. Procedure details: 2-[3,5-bis(trifluoromethyl)phenyl]-N-(6-chloro-4-iodo-3-pyridinyl)-N,2-dimethylpropanamide (200 mg, 0.363 mmol), benzaldehyde-2-boronic acid (71 mg, 0.472 mmol), sodium carbonate (0.4 mL, 2M solution), tetrakistriphenylphosphinepalladium (4 mg, 0.00363 mmol) in dioxan (2 mL) were heated together in the microwave at 110° C. for 30 minutes. The mixture was partitioned between EtOAc and Brine. The Aqueous layer was extracted with EtOAc×3. The combined extracts were dried and evaporated. The residue...